From a dataset of the Open Reaction Database (ORD), a public repository of structured organic reaction records. describe an organic reaction: reactants, conditions, products, and yield Reactants: C(C=1C(O)=CC=CC1)(=O)[O-].[Na+] (sodium salicylate), C1=C(OC=C(C1=O)O)CCl (chlorokojic acid), CN(C=O)C (N,N-dimethylformamide). Solvent: C(C)(=O)OCC (ethyl acetate). Conditions: temperature 110 celsius, time 2 hour. Product: OC1=C(C(=O)OCC=2OC=C(C(C2)=O)O)C=CC=C1 (2-(2-hydroxybenzoyl) oxymethyl-5-hydroxy-4H-pyran-4-one). The yield is 52.3%. RXN SMILES: [C:1]([O-:10])(=[O:9])[C:2]1[C:3](=[CH:5][CH:6]=[CH:7][CH:8]=1)[OH:4].[Na+].[CH:12]1[C:17](=[O:18])[C:16]([OH:19])=[CH:15][O:14][C:13]=1[CH2:20]Cl.CN(C)C=O>C(OCC)(=O)C>[OH:4][C:3]1[CH:5]=[CH:6][CH:7]=[CH:8][C:2]=1[C:1]([O:10][CH2:20][C:13]1[O:14][CH:15]=[C:16]([OH:19])[C:17](=[O:18])[CH:12]=1)=[O:9] |f:0.1|. Procedure details: 1 g(6.2 mmole) of sodium salicylate and 0.9 g(15.6 mmole) of chlorokojic acid were dissolved into 70 ml of N,N-dimethylformamide. The resulting solution was heated with stirring for 2 hours in an oil bath of 110° C. After distillating solvent, the residue was dissolved in 300 ml of ethyl acetate. The ethyl acetate solution was washed with 5% chloric acid and distilled water, dried over magnesium sulfate, decolored with active charcoal and filtered. The filtrate was concentrated to give 0.85 g(58...